This data is from the Open Reaction Database (ORD), a public repository of structured organic reaction records. The task is: describe an organic reaction: reactants, conditions, products, and yield The reactants are O (water), N1C(=CC2=CC=CC=C12)C(=O)O (indole-2-carboxylic acid), C(=O)(N1C=NC=C1)N1C=NC=C1 (1,1'-carbonyldiimidazole), O1CCCC1 (tetrahydrofuran), CC1(NC=CN1)CCCN (2-methyl-1H-imidazolepropanamine). Reaction conditions: time 2 hour. Yields the product CC=1N(C=CN1)CCCNC(=O)C=1NC2=CC=CC=C2C1 (N-[3-(2-Methyl-1H-imidazol-1-yl)propyl]-1H-indole2-carboxamide). As a reaction SMILES: [NH:1]1[C:9]2[C:4](=[CH:5][CH:6]=[CH:7][CH:8]=2)[CH:3]=[C:2]1[C:10]([OH:12])=O.[C:13]([N:20]1[CH:24]=[CH:23][N:22]=[CH:21]1)(N1C=CN=C1)=O.[CH3:25][C:26]1(CCCN)NC=C[NH:27]1.O.O1CCC[CH2:37]1>>[CH3:37][C:21]1[N:20]([CH2:13][CH2:25][CH2:26][NH:27][C:10]([C:2]2[NH:1][C:9]3[C:4]([CH:3]=2)=[CH:5][CH:6]=[CH:7][CH:8]=3)=[O:12])[CH:24]=[CH:23][N:22]=1. Reported procedure: A mixture of 3.23 g of indole-2-carboxylic acid and 3.24 g of 1,1'-carbonyldiimidazole in 60 ml of tetrahydrofuran was stirred at room temperature for 2 hours. Then 2.78 g of 2-methyl-1H-imidazolepropanamine was added and stirring was continued for 16 hours. The mixture was then heated at reflux for 2 hours, 15 ml of water was added and heating was continued for one hour longer. The mixture was concentrated and about 70 ml of dichloromethane was added plus 10 ml of 1N sodium hydroxide with swirl...